From a dataset of the Open Reaction Database (ORD), a public repository of structured organic reaction records. describe an organic reaction: reactants, conditions, products, and yield Starting materials: CC(C)(C)C(=O)O, ClC(Cl)(Cl)c1ccccc1. Product: O=C(Cl)c1ccccc1. Reaction SMILES: [CH3:1][C:2]([C:3](=[O:4])[OH:6])([CH3:5])[CH3:7].[c:8]1([C:14]([Cl:15])([Cl:16])[Cl:17])[cH:9][cH:10][cH:11][cH:12][cH:13]1>>[O:6]=[C:14]([c:8]1[cH:9][cH:10][cH:11][cH:12][cH:13]1)[Cl:17]. The reactants are Cl.Cl.Cl.C(#N)C=1C=CC2=C(CN[C@@H](CN2CC=2N=CNC2)CC2=CC=CC=C2)C1 ((R)-7-Cyano-2,3,4,5-tetrahydro-1-(1H-imidazol-4-ylmethyl)-3-(phenylmethyl)-1H-1,4-benzodiazepine, trihydrochloride), C(CCC)=O (butyraldehyde), [BH-](OC(=O)C)(OC(=O)C)OC(=O)C.[Na+] (NaBH(OAc)3). Run in CC(=O)O.C(Cl)Cl (AcOH CH2Cl2). Reaction conditions: time 14 hour. Product: Cl.Cl.Cl.C(CCC)N1C(CN(C2=C(C1)C=CC=C2)CC=2N=CNC2)CC2=CC=CC=C2 (4-Butyl-2,3,4,5-tetrahydro-1-(1H-imidazol-4-ylmethyl)-3-(phenylmethyl)-1H-1,4-benzodiazepine, trihydrochloride). The yield is 354.3%. As a reaction SMILES: [ClH:1].Cl.Cl.C([C:6]1[CH:7]=[CH:8][C:9]2[N:15]([CH2:16][C:17]3[N:18]=[CH:19][NH:20][CH:21]=3)[CH2:14][C@@H:13]([CH2:22][C:23]3[CH:28]=[CH:27][CH:26]=[CH:25][CH:24]=3)[NH:12][CH2:11][C:10]=2[CH:29]=1)#N.[CH:30](=O)[CH2:31][CH2:32][CH3:33].[BH-](OC(C)=O)(OC(C)=O)OC(C)=O.[Na+]>CC(O)=O.C(Cl)Cl>[ClH:1].[ClH:1].[ClH:1].[CH2:30]([N:12]1[CH2:11][C:10]2[CH:29]=[CH:6][CH:7]=[CH:8][C:9]=2[N:15]([CH2:16][C:17]2[N:18]=[CH:19][NH:20][CH:21]=2)[CH2:14][CH:13]1[CH2:22][C:23]1[CH:28]=[CH:27][CH:26]=[CH:25][CH:24]=1)[CH2:31][CH2:32][CH3:33] |f:0.1.2.3,5.6,7.8,9.10.11.12|. Reported procedure: A solution of Example 391 (0.23 g, 0.7 mmol) and butyraldehyde (1 g, 14 mmol) in 1:4 AcOH/CH2Cl2 (25 mL) was stirred at rt for 1 hr. NaBH(OAc)3 (3.0 g, 14 mmol) was added and stirring was continued for 14 hrs. The reaction was quenched with conc. NH4OH and diluted with 10% iPrOH in CH2Cl2 (50 mL). The organic phase was washed with 1 N NaOH (2×20 mL), dried over Na2SO4 and evaporated to give a yellow solid (0.4 g) which was purified by reverse phase preparative HPLC (gradient of aqueous methanol ...